Task: describe an organic reaction: reactants, conditions, products, and yield. Dataset: the Open Reaction Database (ORD), a public repository of structured organic reaction records The reactants are [H-].[Na+] (NaH), CS(=O)C (DMSO), C1(=CC=CC=C1)C=CC(C)=O (4-Phenyl-but-3-en-2-one). Product: C1(=CC=CC=C1)C1C(C1)C(C)=O (1-(2-Phenyl-cyclopropyl)-ethanone). Yield: 97.0%. Reaction SMILES: [H-].[Na+].[C:3]1([CH:9]=[CH:10][C:11](=[O:13])[CH3:12])[CH:8]=[CH:7][CH:6]=[CH:5][CH:4]=1.[CH3:14]S(C)=O>>[C:3]1([CH:9]2[CH2:14][CH:10]2[C:11](=[O:13])[CH3:12])[CH:8]=[CH:7][CH:6]=[CH:5][CH:4]=1 |f:0.1|. Procedure details: To Me3SOI (2.2 g, 10 mmol) in DMSO (20 mL) was added NaH (50%, 480 mg, 10 mmol). 4-Phenyl-but-3-en-2-one (1.13 g, 7.7 mmol) was added after 10 min. The reaction mixture was quenched after 30 min with water, extracted with EtOAc, and washed with water (3×30 mL). The organic extract was dried over MgSO4 and concentrated to give 1-(2-Phenyl-cyclopropyl)-ethanone (1.5 g, 97%). The reactants are [BH3-]C#N, COC(=O)c1ccc(N)cc1C(=O)OC, CO, O=Cc1ccccc1, Cl, [Na+]. RXN SMILES: [C:9]([BH3-:10])#[N:11].[CH3:13][O:14][C:15]([c:16]1[c:17]([C:18](=[O:19])[O:20][CH3:21])[cH:22][c:23]([NH2:26])[cH:24][cH:25]1)=[O:27].[CH3:29][OH:30].[CH:1](=[O:2])[c:3]1[cH:4][cH:5][cH:6][cH:7][cH:8]1.[ClH:28].[Na+:12]>>[CH2:1]([c:3]1[cH:4][cH:5][cH:6][cH:7][cH:8]1)[NH:26][c:23]1[cH:22][c:17]([C:18](=[O:19])[O:20][CH3:21])[c:16]([C:15]([O:14][CH3:13])=[O:27])[cH:25][cH:24]1. Product: COC(=O)c1ccc(NCc2ccccc2)cc1C(=O)OC.